Dataset: the Open Reaction Database (ORD), a public repository of structured organic reaction records. Task: describe an organic reaction: reactants, conditions, products, and yield The reactants are ClC=1C=C(C(=NC1)NC1CCOCC1)C1=NC(=NC(=N1)C)N(CC1=CC=C(C=C1)OC)CC1=CC=C(C=C1)OC (4-(5-chloro-2-(tetrahydro-2H-pyran-4-ylamino)pyridin-3-yl)-N,N-bis(4-methoxybenzyl)-6-methyl-1,3,5-triazin-2-amine), C(=O)(C(F)(F)F)O (TFA), S(=O)(=O)(C(F)(F)F)O (TfOH). Run at time 30 minute. Yields the product ClC=1C=C(C(=NC1)NC1CCOCC1)C1=NC(=NC(=N1)C)N (4-(5-Chloro-2-(Tetrahydro-2H-Pyran-4-Ylamino)Pyridin-3-yl)-6-Methyl-1,3,5-Triazin-2-Amine). Isolated yield 62.5%. RXN SMILES: [Cl:1][C:2]1[CH:3]=[C:4]([C:15]2[N:20]=[C:19]([CH3:21])[N:18]=[C:17]([N:22](CC3C=CC(OC)=CC=3)CC3C=CC(OC)=CC=3)[N:16]=2)[C:5]([NH:8][CH:9]2[CH2:14][CH2:13][O:12][CH2:11][CH2:10]2)=[N:6][CH:7]=1.C(O)(C(F)(F)F)=O.S(O)(C(F)(F)F)(=O)=O>>[Cl:1][C:2]1[CH:3]=[C:4]([C:15]2[N:20]=[C:19]([CH3:21])[N:18]=[C:17]([NH2:22])[N:16]=2)[C:5]([NH:8][CH:9]2[CH2:14][CH2:13][O:12][CH2:11][CH2:10]2)=[N:6][CH:7]=1. Procedure details: A solution of 4-(5-chloro-2-(tetrahydro-2H-pyran-4-ylamino)pyridin-3-yl)-N,N-bis(4-methoxybenzyl)-6-methyl-1,3,5-triazin-2-amine (190 mg, 0.339 mmol) in TFA (5000 μL, 64.9 mmol), and TfOH (100 μL, 1.126 mmol) was heated at 80° C. for 3 h. The mixture was concentrated and stirred with saturated NaHCO3 (10 mL) for 30 min. The suspension was filtered and washed with water (2×5 mL). The resulting solid was briefly rinsed with DCM (5 mL) and EtOAc (5 mL) to give the product as a yellow solid (68 mg).... Starting materials: ClS(=O)(=O)C1=C(C=C(OCC(=O)OC)C=C1C)C (methyl (4-chlorosulfonyl-3,5-dimethylphenoxy)acetate), ClS(=O)(=O)C1=C(C=C(OCC(=O)OC)C=C1C)C (methyl (4-chlorosulfonyl-3,5-dimethylphenoxy)acetate), COC1=CC(=C(N)C=C1)[N+](=O)[O-] (4-methoxy-2-nitroaniline), N1=CC=CC=C1 (pyridine). Solvent: C1(=CC=CC=C1)C (toluene). Reaction conditions: temperature 90 celsius, time 5 hour. Yields the product COC1=CC(=C(C=C1)NS(=O)(=O)C1=C(C=C(OCC(=O)OC)C=C1C)C)[N+](=O)[O-] (Methyl [4-(4-methoxy-2-nitrophenyl)aminosulfonyl-3,5-dimethylphenoxy]acetate). As a reaction SMILES: Cl[S:2]([C:5]1[C:16]([CH3:17])=[CH:15][C:8]([O:9][CH2:10][C:11]([O:13][CH3:14])=[O:12])=[CH:7][C:6]=1[CH3:18])(=[O:4])=[O:3].[CH3:19][O:20][C:21]1[CH:27]=[CH:26][C:24]([NH2:25])=[C:23]([N+:28]([O-:30])=[O:29])[CH:22]=1.N1C=CC=CC=1>C1(C)C=CC=CC=1>[CH3:19][O:20][C:21]1[CH:27]=[CH:26][C:24]([NH:25][S:2]([C:5]2[C:16]([CH3:17])=[CH:15][C:8]([O:9][CH2:10][C:11]([O:13][CH3:14])=[O:12])=[CH:7][C:6]=2[CH3:18])(=[O:4])=[O:3])=[C:23]([N+:28]([O-:30])=[O:29])[CH:22]=1. Procedure details: A mixture of methyl (4-chlorosulfonyl-3,5-dimethylphenoxy)acetate (Intermediate A1, 7.6 g, 0.026 mol), 4-methoxy-2-nitroaniline (4.0 g, 0.024 mol), and pyridine (50 mL) was stirred at room temperature for 16 hr, in a 90° C. bath for 5 hr, and in a 130° C. bath for 30 min. The mixture was cooled and stirred with toluene for 10 min. The resulting suspension was filtered, and the filtrate was concentrated, diluted with 150 mL toluene and 100 mL ethyl acetate, washed with 1 M hydrochloric acid and w... The reactants are C12C(CCCCC1)O2 (Cycloheptene oxide), C1=CCCCCC1 (cycloheptene), N1N=CN=C1 (1,2,4-triazole). The solvent is C(CC)O (propanol). Yields the product N1(N=CN=C1)C1C(CCCCC1)O (2-(1,2,4-triazole-1-yl)cycloheptanol). The yield is 35.8%. RXN SMILES: [CH:1]12[O:8][CH:2]1[CH2:3][CH2:4][CH2:5][CH2:6][CH2:7]2.C1CCCCCC=1.[NH:16]1[CH:20]=[N:19][CH:18]=[N:17]1>C(O)CC>[N:16]1([CH:1]2[CH2:7][CH2:6][CH2:5][CH2:4][CH2:3][CH:2]2[OH:8])[CH:20]=[N:19][CH:18]=[N:17]1. Procedure: Cycloheptene oxide (Vb) prepared from cycloheptene (10 g) in the same manner as in Example 23(1), propanol (25 ml) and 1,2,4-triazole (8.6 g) were made to react at 100° C. for 4 hours and the propanol was removed by evaporation. After addition of a small amount of water, the reaction mixture was extracted with chloroform. The residue was washed with a saturated aqueous solution of sodium chloride, dried and evaporated. The residue was recrystallized from ether-hexane to give 2-(1,2,4-triazole-1-... The reactants are [N+](=O)([O-])C1=CC=CC=C1 (nitrobenzene), N1C(NC=C1)=O (1,3-dihydro-2H-imidazol-2-one), [Cl-].[Al+3].[Cl-].[Cl-] (aluminum chloride), C(C1=CC=CC=C1)(=O)Cl (benzoyl chloride), ice water. Reaction conditions: temperature 60 celsius, time 3 hour. Yields the product C(C1=CC=CC=C1)(=O)C=1NC(NC1)=O (4-Benzoyl-1,3-dihydro-2H-imidazol-2-one). Reaction SMILES: [N+](C1C=CC=CC=1)([O-])=O.[NH:10]1[CH:14]=[CH:13][NH:12][C:11]1=[O:15].[Cl-].[Al+3].[Cl-].[Cl-].[C:20](Cl)(=[O:27])[C:21]1[CH:26]=[CH:25][CH:24]=[CH:23][CH:22]=1>>[C:20]([C:14]1[NH:10][C:11](=[O:15])[NH:12][CH:13]=1)(=[O:27])[C:21]1[CH:26]=[CH:25][CH:24]=[CH:23][CH:22]=1 |f:2.3.4.5|. Procedure: To 51 ml of nitrobenzene is added 1.68 g of 1,3-dihydro-2H-imidazol-2-one, 5.3 g of aluminum chloride and 3.1 g of benzoyl chloride. The mixture is stirred for 3 hours at 60° C. and poured into ice water. The solids are filtered, washed with ether and recrystallized twice from methyl alcohol-water to afford the title compound. M.P. 329°-30° C. Reactants: Intermediate 223E, ClC1=CC=C(OC2=CC=C(C=C2)N\N=C\C(=O)OCC)C=C1 ((E)-ethyl 2-(2-(4-(4-chlorophenoxy)phenyl)hydrazono)acetate), [N+](=O)([O-])C(=CC1=C(C=C(C(=O)OC(C)(C)C)C=C1)C(=O)N1CC2=CC=CC=C2CC1)CCCC (tert-butyl 4-(2-nitrohex-1-enyl)-3-(1,2,3,4-tetrahydroisoquinoline-2-carbonyl)benzoate). Product: C(C)(C)(C)OC(=O)C1=CC(=C(C=C1)C=1C(=NN(C1CCCC)C1=CC=C(C=C1)OC1=CC=C(C=C1)Cl)C(=O)OCC)C(=O)N1CC2=CC=CC=C2CC1 (Ethyl 4-(4-(tert-butoxycarbonyl)-2-(1,2,3,4-tetrahydroisoquinoline-2-carbonyl)phenyl)-5-butyl-1-(4-(4-chlorophenoxy)phenyl)-1H-pyrazole-3-carboxylate). Isolated yield 46.1%. As a reaction SMILES: [Cl:1][C:2]1[CH:22]=[CH:21][C:5]([O:6][C:7]2[CH:12]=[CH:11][C:10]([NH:13]/[N:14]=[CH:15]/[C:16]([O:18][CH2:19][CH3:20])=[O:17])=[CH:9][CH:8]=2)=[CH:4][CH:3]=1.[N+]([C:26]([CH2:53][CH2:54][CH2:55][CH3:56])=[CH:27][C:28]1[CH:40]=[CH:39][C:31]([C:32]([O:34][C:35]([CH3:38])([CH3:37])[CH3:36])=[O:33])=[CH:30][C:29]=1[C:41]([N:43]1[CH2:52][CH2:51][C:50]2[C:45](=[CH:46][CH:47]=[CH:48][CH:49]=2)[CH2:44]1)=[O:42])([O-])=O>>[C:35]([O:34][C:32]([C:31]1[CH:39]=[CH:40][C:28]([C:27]2[C:15]([C:16]([O:18][CH2:19][CH3:20])=[O:17])=[N:14][N:13]([C:10]3[CH:9]=[CH:8][C:7]([O:6][C:5]4[CH:4]=[CH:3][C:2]([Cl:1])=[CH:22][CH:21]=4)=[CH:12][CH:11]=3)[C:26]=2[CH2:53][CH2:54][CH2:55][CH3:56])=[C:29]([C:41]([N:43]2[CH2:52][CH2:51][C:50]3[C:45](=[CH:46][CH:47]=[CH:48][CH:49]=3)[CH2:44]2)=[O:42])[CH:30]=1)=[O:33])([CH3:36])([CH3:37])[CH3:38]. Procedure: Following a procedure analogous to that for the synthesis of Intermediate 223E, (E)-ethyl 2-(2-(4-(4-chlorophenoxy)phenyl)hydrazono)acetate (41 mg, 0.13 mmol) and tert-butyl 4-(2-nitrohex-1-enyl)-3-(1,2,3,4-tetrahydroisoquinoline-2-carbonyl)benzoate (60 mg, 0.13 mmol) were converted to the title compound (44 mg, 46%) as a pale yellow oil. 1H NMR (CDCl3, 1:1 mixture of amide rotamers) δ 8.09 (dd, J=8, 2 Hz, 1H), 8.04-8.03 (m, 1H), 7.43-6.81 (m, 13H), 5.02-4.98 (m, 1H), 4.48-4.38 (m, 1H), 4.33-4.2...